From a dataset of the Open Reaction Database (ORD), a public repository of structured organic reaction records. describe an organic reaction: reactants, conditions, products, and yield The reactants are FC(C1=CC=C(C(=S)N)C=C1)(F)F (4-trifluoromethylthiobenzamide), BrCC(=O)C1=CC=C(C(=O)OCC)C=C1 (ethyl 4-bromoacetylbenzoate). Yields the product FC(C1=CC=C(C=C1)C=1SC=C(N1)C1=CC=C(C(=O)OCC)C=C1)(F)F (ethyl 4-[2-(4-trifluoromethylphenyl)-4-thiazolyl)benzoate). Isolated yield 56.0%. As a reaction SMILES: [F:1][C:2]([F:13])([F:12])[C:3]1[CH:11]=[CH:10][C:6]([C:7]([NH2:9])=[S:8])=[CH:5][CH:4]=1.Br[CH2:15][C:16]([C:18]1[CH:28]=[CH:27][C:21]([C:22]([O:24][CH2:25][CH3:26])=[O:23])=[CH:20][CH:19]=1)=O>>[F:13][C:2]([F:1])([F:12])[C:3]1[CH:11]=[CH:10][C:6]([C:7]2[S:8][CH:15]=[C:16]([C:18]3[CH:28]=[CH:27][C:21]([C:22]([O:24][CH2:25][CH3:26])=[O:23])=[CH:20][CH:19]=3)[N:9]=2)=[CH:5][CH:4]=1. Reported procedure: In the same manner as in Example 74, 4-trifluoromethylthiobenzamide was reacted with ethyl 4-bromoacetylbenzoate to obtain ethyl 4-[2-(4-trifluoromethylphenyl)-4-thiazolyl)benzoate. The product was recrystallized from ethanol. Yield: 56%. Pale yellow prisms. Melting point: 163 to 164° C. Starting materials: C12CC3CC(CC(C1)C3)C2 (Adamantane), C12CC3CC(CC(C1)C3)C2 (adamantane), ON1C(C=2C(C1=O)=CC=CC2)=O (N-hydroxyphthalimide), Zr(AA)4, C(C)(=O)O (acetic acid), O=O (oxygen). The product is C12(CC3CC(CC(C1)C3)C2)O (1-adamantanol), C12(CC3(CC(CC(C1)C3)C2)O)O (1,3-adamantanediol), C12C(C3CC(CC(C1)C3)C2)=O (2-adamantanone). Isolated yield 3.0%. RXN SMILES: [CH:1]12[CH2:10][CH:5]3[CH2:6][CH:7]([CH2:9][CH:3]([CH2:4]3)[CH2:2]1)[CH2:8]2.[OH:11]N1[C:16](=[O:17])[C:15]2=[CH:18][CH:19]=[CH:20][CH:21]=[C:14]2C1=O.O=O.[C:25]([OH:28])(=O)[CH3:26]>>[C:1]12([OH:11])[CH2:10][CH:5]3[CH2:6][CH:7]([CH2:9][CH:3]([CH2:4]3)[CH2:2]1)[CH2:8]2.[C:25]12([OH:28])[CH2:26][CH:7]3[CH2:6][CH:5]([CH2:10][C:1]([OH:11])([CH2:8]3)[CH2:2]1)[CH2:4]2.[CH:15]12[CH2:14][CH:21]3[CH2:20][CH:19]([CH2:8][CH:1]([CH2:2]3)[C:16]1=[O:17])[CH2:18]2. Procedure: A mixture of 10 millimoles of adamantane, 1 millimole of N-hydroxyphthalimide, 0.05 millimole of acetylacetonatozirconium(IV) Zr(AA)4 and 25 milliliters of acetic acid was stirred at a temperature of 75° C. for 6 hours in an oxygen atmosphere. Adamantane was transformed into 1-adamantanol (yield 28%), 1,3-adamantanediol (yield 6%) and 2-adamantanone (yield 3%) with a transformation rate of 43%. Starting materials: CCCP(=O)(O)O, CC1CCCO1, CCOC(C)=O, Nc1ccc(N2C3CCC2CC3)nc1C(F)(F)F, O=C(O)c1c[nH]c2cccc(C(F)(F)F)c2c1=O, c1ccncc1. Yields the product O=C(Nc1ccc(N2C3CCC2CC3)nc1C(F)(F)F)c1c[nH]c2cccc(C(F)(F)F)c2c1=O. RXN SMILES: [CH2:37]([P:38](=[O:39])([OH:40])[OH:41])[CH2:42][CH3:43].[CH3:50][CH:51]1[CH2:52][CH2:53][CH2:54][O:55]1.[CH3:56][CH2:57][O:58][C:59](=[O:60])[CH3:61].[CH:19]12[CH2:20][CH2:21][CH:22]([CH2:23][CH2:24]1)[N:25]2[c:26]1[cH:27][cH:28][c:29]([NH2:36])[c:30]([C:32]([F:33])([F:34])[F:35])[n:31]1.[O:1]=[c:2]1[c:3]([C:16](=[O:17])[OH:18])[cH:4][nH:5][c:6]2[cH:7][cH:8][cH:9][c:10]([C:12]([F:13])([F:14])[F:15])[c:11]12.[cH:44]1[cH:45][cH:46][n:47][cH:48][cH:49]1>>[O:1]=[c:2]1[c:3]([C:16](=[O:18])[NH:36][c:29]2[cH:28][cH:27][c:26]([N:25]3[CH:19]4[CH2:20][CH2:21][CH:22]3[CH2:23][CH2:24]4)[n:31][c:30]2[C:32]([F:33])([F:34])[F:35])[cH:4][nH:5][c:6]2[cH:7][cH:8][cH:9][c:10]([C:12]([F:13])([F:14])[F:15])[c:11]12.